From a dataset of the Open Reaction Database (ORD), a public repository of structured organic reaction records. describe an organic reaction: reactants, conditions, products, and yield Reactants: O(C1=CC=CC=C1)CCCOC=1C=C(C(C(=O)O)=CC1)C(=O)O (4-(3-phenoxypropoxy)phthalic acid), C(C)(=O)OC(C)=O (acetic anhydride). Yields the product O(C1=CC=CC=C1)CCCOC=1C=C2C(C(=O)OC2=O)=CC1 (4-(3-Phenoxypropoxy)phthalic anhydride). Reaction SMILES: [O:1]([CH2:8][CH2:9][CH2:10][O:11][C:12]1[CH:13]=[C:14]([C:21]([OH:23])=[O:22])[C:15](=[CH:19][CH:20]=1)[C:16]([OH:18])=O)[C:2]1[CH:7]=[CH:6][CH:5]=[CH:4][CH:3]=1.C(OC(=O)C)(=O)C>>[O:1]([CH2:8][CH2:9][CH2:10][O:11][C:12]1[CH:13]=[C:14]2[C:21](=[O:22])[O:23][C:16](=[O:18])[C:15]2=[CH:19][CH:20]=1)[C:2]1[CH:3]=[CH:4][CH:5]=[CH:6][CH:7]=1. Procedure: 4-(3-phenoxypropoxy)phthalic acid (41 g; 0.134 mole) was refluxed for 30 minutes with excess acetic anhydride and the product evaporated to dryness in vacuo. Recrysta lisation of the resulting white solid from ethyl acetate afforded material of m.p. 96°-98°. (Found; C, 68.48; H, 4.75; C17H14O5 requires; C, 68.45; H, 4.73%). Reactants: Cl.NC1=NC(=C(C(=N1)O)N)O (2,5-Diamino-4,6-dihydroxypyrimidine hydrochloride), [Cl-].C(C)[N+]1(CCCCC1)C (N-ethyl-N-methyl piperidinium chloride), P(=O)(Cl)(Cl)Cl (phosphorus oxychloride). Reaction conditions: time 24 hour. The product is NC1=NC(=C(C(=N1)Cl)N)Cl (2,5-diamino-4,6-dichloropyrimidine). The yield is 62.9%. As a reaction SMILES: [ClH:1].[NH2:2][C:3]1[N:8]=[C:7](O)[C:6]([NH2:10])=[C:5](O)[N:4]=1.[Cl-:12].C([N+]1(C)CCCCC1)C.P(Cl)(Cl)(Cl)=O>>[NH2:2][C:3]1[N:8]=[C:7]([Cl:1])[C:6]([NH2:10])=[C:5]([Cl:12])[N:4]=1 |f:0.1,2.3|. Procedure details: Dry 2,5-Diamino-4,6-dihydroxypyrimidine hydrochloride (3.6 g), dry N-ethyl-N-methyl piperidinium chloride (22 g) and phosphorus oxychloride (13 ml) were heated at 105° with stirring for 24 hours. The reaction mixture was processed as in Example 1 to give 2.27 g (65% yield) of 2,5-diamino-4,6-dichloropyrimidine. The reactants are CCOc1cc(-c2c(CC)cccc2CC)ncc1C(O)C1CCCCC1, [H-], CCI, [Na+], CN(C)C=O, O. Product: CCOc1cc(-c2c(CC)cccc2CC)ncc1C(OCC)C1CCCCC1. As a reaction SMILES: [CH:3]1([CH:9]([OH:10])[c:11]2[cH:12][n:13][c:14](-[c:20]3[c:21]([CH2:28][CH3:29])[cH:22][cH:23][cH:24][c:25]3[CH2:26][CH3:27])[cH:15][c:16]2[O:17][CH2:18][CH3:19])[CH2:4][CH2:5][CH2:6][CH2:7][CH2:8]1.[H-:1].[I:30][CH2:31][CH3:32].[Na+:2].[O:34]=[CH:35][N:36]([CH3:37])[CH3:38].[OH2:33]>>[CH:3]1([CH:9]([O:10][CH2:31][CH3:32])[c:11]2[cH:12][n:13][c:14](-[c:20]3[c:21]([CH2:28][CH3:29])[cH:22][cH:23][cH:24][c:25]3[CH2:26][CH3:27])[cH:15][c:16]2[O:17][CH2:18][CH3:19])[CH2:4][CH2:5][CH2:6][CH2:7][CH2:8]1. Product: C(=O)(O)CCCC\C=C/C=1C(CCC1)=O (2-(6-carboxy-2-cis-hexenyl)cyclopent-2-en-1-one). As a reaction SMILES: [C:1]([CH2:4][CH2:5][CH2:6][CH2:7]/[CH:8]=[CH:9]\[CH:10]1[CH:14]=[CH:13][CH2:12][C:11]1=[O:15])([OH:3])=[O:2].C(=O)([O-])[O-].[Na+].[Na+]>>[C:1]([CH2:4][CH2:5][CH2:6][CH2:7]/[CH:8]=[CH:9]\[C:10]1[C:11](=[O:15])[CH2:12][CH2:13][CH:14]=1)([OH:3])=[O:2] |f:1.2.3|. Reactants: C(=O)(O)CCCC\C=C/C1C(CC=C1)=O (2-(6-carboxy-2-cis-hexenyl)cyclopent-3-en-1-one), C([O-])([O-])=O.[Na+].[Na+] (sodium carbonate), Congo Red. Reported procedure: A solution of 3 g. of crude 2-(6-carboxy-2-cis-hexenyl)cyclopent-3-en-1-one (Example 56) in 100 ml. of aqueous sodium carbonate (pH: 10-11) is stirred at ambient temperature under nitrogen for 4 hours. The solution is acidified to Congo Red and extracted into ether. The ethereal extracts are dried over sodium sulfate and evaporated at reduced pressure to afford the product. See also P. A. Grieco and J. J. Reap, J. Org. Chem., 38, 3413 (1973). Starting materials: OC(CC#C)CCCCOC1OCCCC1 (4-hydroxy-8-(2-tetrahydropyranyloxy)-1-octyne), C(C)NCC (diethylamine), BrC=1C=NC=CC1 (3-bromopyridine), bis-triphenylphosphine palladium (II) chloride. The reagents and catalysts are [Cu]I (copper (I) iodide). Reaction conditions: time 18 hour. Product: N1=CC(=CC=C1)C#CCC(CCCCOC1OCCCC1)O (1-(3-pyridyl)-4-hydroxy-8-(2-tetrahydropyranyloxy)-1-octyne). Reaction SMILES: [OH:1][CH:2]([CH2:6][CH2:7][CH2:8][CH2:9][O:10][CH:11]1[CH2:16][CH2:15][CH2:14][CH2:13][O:12]1)[CH2:3][C:4]#[CH:5].C(NCC)C.Br[C:23]1[CH:24]=[N:25][CH:26]=[CH:27][CH:28]=1>[Cu]I>[N:25]1[CH:26]=[CH:27][CH:28]=[C:23]([C:5]#[C:4][CH2:3][CH:2]([OH:1])[CH2:6][CH2:7][CH2:8][CH2:9][O:10][CH:11]2[CH2:16][CH2:15][CH2:14][CH2:13][O:12]2)[CH:24]=1. Reported procedure: A mixture of 5.84 g (25.8 mmol) 4-hydroxy-8-(2-tetrahydropyranyloxy)-1-octyne, 4.7 ml diethylamine, 10 ml (100 mmol) 3-bromopyridine, 0.032 g copper (I) iodide, and 0.187 g bis-triphenylphosphine palladium (II) chloride is stirred at room temperature for 18 h. The solvent is evaporated and the residue taken up in ether. The ether layer is washed with saturated aqueous sodium bicarbonate, water, brine, dried, filtered and evaporated to get an amber oil which is purified by chromatography using et... The reactants are NC1=C(C(=NC(=C1OC)C(=O)OC)C=1C=NC(=CC1)OC)F (methyl 4-amino-3-fluoro-5,6′-dimethoxy-[2,3′-bipyridine]-6-carboxylate), O (Water), O.[OH-].[Li+] (lithium hydroxide hydrate). The solvent is C1CCOC1 (THF), CO (MeOH). Conditions: time 18 hour. The product is NC1=C(C(=NC(=C1OC)C(=O)O)C=1C=NC(=CC1)OC)F (4-amino-3-fluoro-5,6′-dimethoxy-[2,3′-bipyridine]-6-carboxylic acid). Yield: 84.0%. Reaction SMILES: [NH2:1][C:2]1[C:7]([O:8][CH3:9])=[C:6]([C:10]([O:12]C)=[O:11])[N:5]=[C:4]([C:14]2[CH:15]=[N:16][C:17]([O:20][CH3:21])=[CH:18][CH:19]=2)[C:3]=1[F:22].O.O.[OH-].[Li+]>C1COCC1.CO>[NH2:1][C:2]1[C:7]([O:8][CH3:9])=[C:6]([C:10]([OH:12])=[O:11])[N:5]=[C:4]([C:14]2[CH:15]=[N:16][C:17]([O:20][CH3:21])=[CH:18][CH:19]=2)[C:3]=1[F:22] |f:2.3.4|. Procedure details: To a solution of methyl 4-amino-3-fluoro-5,6′-dimethoxy-[2,3′-bipyridine]-6-carboxylate (100 mg, 0.325 mmol) in THF (1.0 mL), MeOH (1.000 mL), and Water (0.500 mL), lithium hydroxide hydrate (60 mg, 1.430 mmol) was added as a solid. The solution was stirred at room temperature for 18 hrs. The reaction solution was then concentrated under vacuum to dryness. The resulting solid was suspended in H2O and the pH was adjusted to 3.8, forming a ppt. The suspension was extracted with EtOAc (3×25 mL). Th... The reactants are [C-]#N.[K+] (Potassium Cyanide), BrCCCCC(=O)OC (methyl 5-bromopentanoate). Run in O (water), CO (methanol). The product is C(#N)CCCCC(=O)OC (methyl 5-cyanopentanoate). The yield is 74.3%. As a reaction SMILES: [C-:1]#[N:2].[K+].Br[CH2:5][CH2:6][CH2:7][CH2:8][C:9]([O:11][CH3:12])=[O:10]>O.CO>[C:1]([CH2:5][CH2:6][CH2:7][CH2:8][C:9]([O:11][CH3:12])=[O:10])#[N:2] |f:0.1|. Reported procedure: Potassium Cyanide (4 g, 61.44 mmol) is dissolved in 70 mL water and 200 mL methanol. To the solution 10 g (51.2 mmol) of methyl 5-bromopentanoate is added and the mixture is refluxed overnight. The reaction mixture is concentrated to dryness. To the residue, 100 mL of EtOAc is added to extract the product. The organic is washed with water three times, dried and concentrated to yield 5.37 g (74%) of methyl 5-cyanopentanoate as an oil. Starting materials: COCCOC, [O-][n+]1nc(Cl)nc2cc3c(cc21)CCC3, NCCO. Yields the product [O-][n+]1nc(NCCO)nc2cc3c(cc21)CCC3. RXN SMILES: [CH3:20][O:21][CH2:22][CH2:23][O:24][CH3:25].[Cl:5][c:6]1[n:7][n+:8]([O-:19])[c:9]2[c:10]([n:11]1)[cH:12][c:13]1[c:17]([cH:18]2)[CH2:16][CH2:15][CH2:14]1.[NH2:1][CH2:2][CH2:3][OH:4]>>[NH:1]([CH2:2][CH2:3][OH:4])[c:6]1[n:7][n+:8]([O-:19])[c:9]2[c:10]([n:11]1)[cH:12][c:13]1[c:17]([cH:18]2)[CH2:16][CH2:15][CH2:14]1.